This data is from the Open Reaction Database (ORD), a public repository of structured organic reaction records. The task is: describe an organic reaction: reactants, conditions, products, and yield The reactants are NC1=CC=C(C=C1)N1C(=CC2=CC=CC=C12)C(=O)O (1-(4-aminophenyl)-1H-indole-2-carboxylic acid), COC1OC(CC1)OC (2,5-dimethoxytetrahydrofuran). The solvent is C(C)(=O)O (acetic acid). The product is N1(C=CC=C1)C1=CC=C(C=C1)N1C(=CC2=CC=CC=C12)C(=O)O (1-[4-(1H-pyrrol-1-yl)phenyl]-1H-indole-2-carboxylic acid). The yield is 0.0%. RXN SMILES: [NH2:1][C:2]1[CH:7]=[CH:6][C:5]([N:8]2[C:16]3[C:11](=[CH:12][CH:13]=[CH:14][CH:15]=3)[CH:10]=[C:9]2[C:17]([OH:19])=[O:18])=[CH:4][CH:3]=1.CO[CH:22]1[CH2:26][CH2:25][CH:24](OC)O1>C(O)(=O)C>[N:1]1([C:2]2[CH:3]=[CH:4][C:5]([N:8]3[C:16]4[C:11](=[CH:12][CH:13]=[CH:14][CH:15]=4)[CH:10]=[C:9]3[C:17]([OH:19])=[O:18])=[CH:6][CH:7]=2)[CH:22]=[CH:26][CH:25]=[CH:24]1. Procedure: A solution of 1-(4-aminophenyl)-1H-indole-2-carboxylic acid (0.4 g, 1.59 mmol) and 2,5-dimethoxytetrahydrofuran (0.50 g, 3.78 mmol) in 15 mL of glacial acetic acid was heated at 90° C. for 1.5 hours. After removing the solvent the residue was purified by by semi-preparative HPLC to afford the title compound (0.095 mg, 20%) as a beige solid: 1H NMR (DMSO-d6) δ 6.32 (s, 2H), 7.08 (d, J=8.4 Hz, 1H), 7.15-7.25 (m, 1H), 7.25-7.35 (m, 1H), 7.40-7.55 (m, 5H), 7.60-7.70 (m, 3H), 12.82 (br s, 1H); MS (ES... Reactants: Cl (hydrochloric acid), ClC1=C(C=C(C(=C1)Cl)[N+](=O)[O-])C(F)(F)F (2,4-dichloro-5-nitrobenzotrifluoride), C(C)(=O)[O-].[K+] (potassium acetate), C(C)(=O)[O-].[K+] (potassium acetate). Solvent: CN(C)C=O (DMF). Conditions: temperature 80 celsius. Yields the product ClC=1C(=CC(=C(C1)O)[N+](=O)[O-])C(F)(F)F (5-chloro-2-nitro-4-trifluoromethylphenol). The yield is 81.3%. RXN SMILES: [Cl:1][C:2]1[CH:7]=[C:6](Cl)[C:5]([N+:9]([O-:11])=[O:10])=[CH:4][C:3]=1[C:12]([F:15])([F:14])[F:13].C([O-])(=[O:18])C.[K+].Cl>CN(C=O)C>[Cl:1][C:2]1[C:3]([C:12]([F:15])([F:14])[F:13])=[CH:4][C:5]([N+:9]([O-:11])=[O:10])=[C:6]([OH:18])[CH:7]=1 |f:1.2|. Procedure details: A mixture of 10 g of 2,4-dichloro-5-nitrobenzotrifluoride, 4.15 g of potassium acetate and 60 ml of DMF was stirred while heating at 60° C. for one hour and at 80° C. for three hours. To the reaction mixture, 4.15 g of potassium acetate was added. The reaction mixture was stirred while heating at 80° C. for further one hour. The reaction mixture was cooled to room temperature, and 1 M hydrochloric acid was added thereto, followed by extraction with ethyl acetate. The combined organic layers were...